Dataset: the Open Reaction Database (ORD), a public repository of structured organic reaction records. Task: describe an organic reaction: reactants, conditions, products, and yield The reactants are C(#N)C=1C=NC2=CC(=C(C=C2C1Cl)O)OC (3-cyano-4-chloro-6-hydroxy-7-methoxyquinoline), C(C#C)Br (propargyl bromide), [O-]CCCC.[K+] (potassium butoxide), crown ether. The reagents and catalysts are [I-].C(CCC)[N+](CCCC)(CCCC)CCCC (tetrabutylammonium iodide). The solvent is CC(=O)N(C)C (DMA). Yields the product C(#N)C=1C=NC2=CC(=C(C=C2C1Cl)OCC#C)OC (3-cyano-4-chloro-6-propargyloxy-7-methoxyquinoline). Isolated yield 62.8%. RXN SMILES: [C:1]([C:3]1[CH:4]=[N:5][C:6]2[C:11]([C:12]=1[Cl:13])=[CH:10][C:9]([OH:14])=[C:8]([O:15][CH3:16])[CH:7]=2)#[N:2].[CH2:17](Br)[C:18]#[CH:19].[O-]CCCC.[K+]>[I-].C([N+](CCCC)(CCCC)CCCC)CCC.CC(N(C)C)=O>[C:1]([C:3]1[CH:4]=[N:5][C:6]2[C:11]([C:12]=1[Cl:13])=[CH:10][C:9]([O:14][CH2:19][C:18]#[CH:17])=[C:8]([O:15][CH3:16])[CH:7]=2)#[N:2] |f:2.3,4.5|. Reported procedure: The product from step 1 (1 g) was reacted with propargyl bromide (0.95 g) in the presence of potassium butoxide (0.53 g), tetrabutylammonium iodide (0.16 g) and 18C-6 crown ether (0.05 g), in solution in DMA (100 ml, 10° C. to ambient temperature). 3-cyano-4-chloro-6-propargyloxy-7-methoxyquinoline (0.73 g) was obtained. Starting materials: CC(C)(C)OC(=O)NCCN1C(=O)NCC1(C)C, ClCCl, O=C(O)C(F)(F)F. Product: CC1(C)CNC(=O)N1CCN. As a reaction SMILES: [C:1]([O:2][C:3](=[O:4])[NH:7][CH2:8][CH2:9][N:10]1[C:11](=[O:17])[NH:12][CH2:13][C:14]1([CH3:15])[CH3:16])([CH3:5])([CH3:6])[CH3:18].[Cl:26][CH2:27][Cl:28].[F:19][C:20]([F:21])([F:22])[C:23]([OH:24])=[O:25]>>[NH2:7][CH2:8][CH2:9][N:10]1[C:11](=[O:17])[NH:12][CH2:13][C:14]1([CH3:15])[CH3:16]. Starting materials: ClCCl, [Na+], O=C([O-])O, CNC(=O)C(O)c1ccc(Oc2ccnc3cc(C(=O)N4CCC(OC)C4)sc23)cc1. Reaction SMILES: [Cl:37][CH2:38][Cl:39].[Na+:36].[O-:32][C:33]([OH:34])=[O:35].[OH:1][CH:2]([C:3](=[O:4])[NH:5][CH3:6])[c:7]1[cH:8][cH:9][c:10]([O:13][c:14]2[c:15]3[c:16]([n:17][cH:18][cH:19]2)[cH:20][c:21]([C:23](=[O:24])[N:25]2[CH2:26][CH:27]([O:30][CH3:31])[CH2:28][CH2:29]2)[s:22]3)[cH:11][cH:12]1>>[O:1]=[C:2]([C:3](=[O:4])[NH:5][CH3:6])[c:7]1[cH:8][cH:9][c:10]([O:13][c:14]2[c:15]3[c:16]([n:17][cH:18][cH:19]2)[cH:20][c:21]([C:23](=[O:24])[N:25]2[CH2:26][CH:27]([O:30][CH3:31])[CH2:28][CH2:29]2)[s:22]3)[cH:11][cH:12]1. Yields the product CNC(=O)C(=O)c1ccc(Oc2ccnc3cc(C(=O)N4CCC(OC)C4)sc23)cc1. The reactants are CO, Cl, COC(=O)CCCOc1ccc2nc3[nH]c(=O)[nH]c3cc2c1. Product: O=C(O)CCCOc1ccc2nc3[nH]c(=O)[nH]c3cc2c1. RXN SMILES: [CH3:24][OH:25].[ClH:23].[O:1]=[c:2]1[nH:3][c:4]2[c:5]([n:6][c:7]3[cH:8][cH:9][c:10]([O:14][CH2:15][CH2:16][CH2:17][C:18](=[O:19])[O:20][CH3:21])[cH:11][c:12]3[cH:13]2)[nH:22]1>>[O:1]=[c:2]1[nH:3][c:4]2[c:5]([n:6][c:7]3[cH:8][cH:9][c:10]([O:14][CH2:15][CH2:16][CH2:17][C:18](=[O:19])[OH:20])[cH:11][c:12]3[cH:13]2)[nH:22]1. Reactants: C(C)(C)(C)OC(=O)N1[C@H](C(=O)NC(C)(C)C)CCC1 (1-t-butoxycarbonyl-N-t-butyl-L-prolinamide), solution, Cl (hydrogen chloride). Run in O1CCOCC1 (dioxane). The product is Cl.C(C)(C)(C)NC([C@H]1NCCC1)=O (N-t-butyl-L-prolinamide hydrochloride). As a reaction SMILES: C(OC([N:8]1[CH2:19][CH2:18][CH2:17][C@H:9]1[C:10]([NH:12][C:13]([CH3:16])([CH3:15])[CH3:14])=[O:11])=O)(C)(C)C.[ClH:20]>O1CCOCC1>[ClH:20].[C:13]([NH:12][C:10](=[O:11])[C@@H:9]1[CH2:17][CH2:18][CH2:19][NH:8]1)([CH3:16])([CH3:14])[CH3:15] |f:3.4|. Procedure: 11.1 g (41.1 mmol) of 1-t-butoxycarbonyl-N-t-butyl-L-prolinamide were treated with a 4N solution of hydrogen chloride in dioxane in order to remove the t-butoxycarbonyl group and give N-t-butyl-L-prolinamide hydrochloride. The reactants are C1(=CC=CC=C1)CC#N (phenylacetonitrile), C(C1=CC=CC=C1)=O (benzaldehyde). Yields the product OC(C(C#N)C1=CC=CC=C1)C1=CC=CC=C1 ((2RS,3RS)-3-hydroxy-2,3-diphenylpropionitrile). Yield: 53.0%. As a reaction SMILES: [C:1]1([CH2:7][C:8]#[N:9])[CH:6]=[CH:5][CH:4]=[CH:3][CH:2]=1.[CH:10](=[O:17])[C:11]1[CH:16]=[CH:15][CH:14]=[CH:13][CH:12]=1>>[OH:17][CH:10]([C:11]1[CH:16]=[CH:15][CH:14]=[CH:13][CH:12]=1)[CH:7]([C:1]1[CH:6]=[CH:5][CH:4]=[CH:3][CH:2]=1)[C:8]#[N:9]. Reported procedure: Reaction of phenylacetonitrile and benzaldehyde on a 15 mmol scale according to the procedure in Example 1, and recrystallization from toluene/hexane gave 1.81 g of the desired anti-aldol product (53%). NMR (1H, 13C), IR, and Mass spectra were consistent with the structure assigned previously by Wade et al. (J. Org. Chem. 52, 2973-2977 (1987)). Starting materials: FC=1C=C(C=NC1)C1=CC(=NC(=N1)SC)N1[C@H](COCC1)C ((S)-4-(6-(5-fluoropyridin-3-yl)-2-(methylthio)pyrimidin-4-yl)-3-methylmorpholine), FC=1C=C(C=CC1B1OC(C(O1)(C)C)(C)C)NC(=O)NCCF (1-(3-fluoro-4-(4,4,5,5-tetramethyl-1,3,2-dioxaborolan-2-yl)phenyl)-3-(2-fluoroethyl)urea), FC=1C=C(C=CC1B1OC(C(O1)(C)C)(C)C)NC(=O)NCCF (1-(3-fluoro-4-(4,4,5,5-tetramethyl-1,3,2-dioxaborolan-2-yl)phenyl)-3-(2-fluoroethyl)urea), ClC1=NC(=CC(=N1)N1[C@H](COCC1)C)C=1C=NC=C(C1)F ((S)-4-(2-chloro-6-(5-fluoropyridin-3-yl)pyrimidin-4-yl)-3-methylmorpholine), ClC1=NC(=CC(=N1)N1[C@H](COCC1)C)C=1C=NC=C(C1)F ((S)-4-(2-chloro-6-(5-fluoropyridin-3-yl)pyrimidin-4-yl)-3-methylmorpholine). Product: FC=1C=C(C=CC1C1=NC(=CC(=N1)C=1C=NC=C(C1)F)N1[C@H](COCC1)C)NC(=O)NCCF ((S)-1-(3-fluoro-4-(4-(5-fluoropyridin-3-yl)-6-(3-methylmorpholino)pyrimidin-2-yl)phenyl)-3-(2-fluoroethyl)urea). As a reaction SMILES: [F:1][C:2]1[CH:3]=[C:4]([C:8]2[N:13]=[C:12](SC)[N:11]=[C:10]([N:16]3[CH2:21][CH2:20][O:19][CH2:18][C@@H:17]3[CH3:22])[CH:9]=2)[CH:5]=[N:6][CH:7]=1.ClC1N=C(N2CCOC[C@@H]2C)C=C(C2C=NC=C(F)C=2)N=1.[F:44][C:45]1[CH:46]=[C:47]([NH:60][C:61]([NH:63][CH2:64][CH2:65][F:66])=[O:62])[CH:48]=[CH:49][C:50]=1B1OC(C)(C)C(C)(C)O1>>[F:44][C:45]1[CH:46]=[C:47]([NH:60][C:61]([NH:63][CH2:64][CH2:65][F:66])=[O:62])[CH:48]=[CH:49][C:50]=1[C:12]1[N:13]=[C:8]([C:4]2[CH:5]=[N:6][CH:7]=[C:2]([F:1])[CH:3]=2)[CH:9]=[C:10]([N:16]2[CH2:21][CH2:20][O:19][CH2:18][C@@H:17]2[CH3:22])[N:11]=1. Procedure: Method as described for intermediate 5 using(S)-4-(2-chloro-6-(5-fluoropyridin-3-yl)pyrimidin-4-yl)-3-methylmorpholine (intermediate 7) and 1-(3-fluoro-4-(4,4,5,5-tetramethyl-1,3,2-dioxaborolan-2-yl)phenyl)-3-(2-fluoroethyl)urea (intermediate 14). Material was purified by prep HPLC (high pH) followed by purification using a TsOH cartridge (500 mg) to afford a brown solid, (10 mg, 6%). Reactants: BrC1=CC=C(C=N1)O (6-bromo-pyridin-3-ol), CC(CC#C)C (4-methyl-pent-1-yne), C([O-])([O-])=O.[Cs+].[Cs+] (cesium carbonate). The reagents and catalysts are [Cu]I (CuI), C1=CC=C(C=C1)P([C-]2C=CC=C2)C3=CC=CC=C3.C1=CC=C(C=C1)P([C-]2C=CC=C2)C3=CC=CC=C3.Cl[Pd]Cl.[Fe+2] (Pd(dppf)Cl2). The solvent is CN(C)C=O (DMF). Run at temperature 80 celsius. Product: CC(CC#CC=1C=CC(=NC1)O)C (5-(4-Methylpent-1-yn-1-yl)pyridin-2-ol). As a reaction SMILES: Br[C:2]1[N:7]=[CH:6][C:5](O)=[CH:4][CH:3]=1.[CH3:9][CH:10]([CH3:14])[CH2:11][C:12]#[CH:13].C(=O)([O-])[O-:16].[Cs+].[Cs+]>[Cu]I.C1C=CC(P(C2C=CC=CC=2)[C-]2C=CC=C2)=CC=1.C1C=CC(P(C2C=CC=CC=2)[C-]2C=CC=C2)=CC=1.Cl[Pd]Cl.[Fe+2].CN(C=O)C>[CH3:9][CH:10]([CH3:14])[CH2:11][C:12]#[C:13][C:5]1[CH:4]=[CH:3][C:2]([OH:16])=[N:7][CH:6]=1 |f:2.3.4,6.7.8.9|. Procedure: To a mixture of 6-bromo-pyridin-3-ol (1.0 g), 4-methyl-pent-1-yne (872 μL) and DMF (5 mL) under argon was added cesium carbonate (3.28 g), CuI (137 mg) and Pd(dppf)Cl2. The mixture was heated to 80° C. for 4 hours. After reaching room temperature the mixture was filtered and concentrated. The residue was purified by chromatography (silica gel, EA/heptane 1:1 to EA/heptane/MeOH 9:9:2) to provide the subtitle compound. MS ESI+: m/z=176 [M+H]+.